This data is from the Open Reaction Database (ORD), a public repository of structured organic reaction records. The task is: describe an organic reaction: reactants, conditions, products, and yield Reactants: OC=1C=C2CCNCC2=CC1OC (6-hydroxy-7-methoxy-1,2,3,4-tetrahydroisoquinoline), [Si](C)(C)(C(C)(C)C)Cl (t-butyl-dimethylsilylchloride), 4-N,N-dimethylaminopyridine, N1=CC=CC=C1 (pyridine). Yields the product CC(C)(C)[Si](OC1=C(C=C2CCNCC2=C1)OC)(C)C (7-[[(1,1-Dimethylethyl)dimethylsilyl]oxy]-1,2,3,4-tetrahydro-6-methoxyisoquinoline). Reaction SMILES: [OH:1][C:2]1[CH:3]=[C:4]2[C:9](=[CH:10][C:11]=1[O:12]C)[CH2:8][NH:7][CH2:6][CH2:5]2.[Si:14](Cl)([C:17]([CH3:20])([CH3:19])[CH3:18])([CH3:16])[CH3:15].N1C=CC=C[CH:23]=1>>[CH3:18][C:17]([Si:14]([CH3:16])([CH3:15])[O:12][C:11]1[CH:10]=[C:9]2[C:4]([CH2:5][CH2:6][NH:7][CH2:8]2)=[CH:3][C:2]=1[O:1][CH3:23])([CH3:20])[CH3:19]. Reported procedure: To a solution of 19.2 g of 6-hydroxy-7-methoxy-1,2,3,4-tetrahydroisoquinoline in 425 mL of pyridine is added 48.4 g of t-butyl-dimethylsilylchloride and 0.5 g of 4-N,N-dimethylaminopyridine. The solution is heated to reflux for 3.5 hours and the volatiles removed at 70° C. by distillation. The residue is partitioned between aqueous potassium bicarbonate and ethyl acetate. The organic layer is washed with water, dried (magnesium sulfate) and the volatiles removed in vacuo. The residue is suspende... Reactants: NC1=C(C(=O)O)C=CC=N1 (2-aminonicotinic acid), C(C)(=O)O.C(=N)N (formamidine acetate). The solvent is C(C)OCCO (2-ethoxyethanol). Conditions: time 2 hour. Yields the product N1=CN=C(C2=C1N=CC=C2)O (Pyrido[2,3-d]pyrimidin-4-ol). Isolated yield 55.8%. RXN SMILES: [NH2:1][C:2]1[N:10]=[CH:9][CH:8]=[CH:7][C:3]=1[C:4]([OH:6])=O.C(O)(=O)C.[CH:15](N)=[NH:16]>C(OCCO)C>[N:1]1[C:2]2[N:10]=[CH:9][CH:8]=[CH:7][C:3]=2[C:4]([OH:6])=[N:16][CH:15]=1 |f:1.2|. Reported procedure: A mixture of 2-aminonicotinic acid (880 mg, 6.4 mMol) and formamidine acetate (2.0 g, 19.1 mMol) in 2-ethoxyethanol (25 mL) was heated at reflux overnight. The solution was allowed to come to room temperature and stand for 2 hours, then the resulting precipitate was collected by filtration, rinsed with 2-ethoxy ethanol (2×5 mL), diethyl ether (20 mL), and air dried to yield 525 mg of a gray powder as product. MS (ES+)=148 (M+H)+. Yield=56%. The reactants are BrC=1C=NC=C(C1)Br (3,5-dibromopyridine), C(C)(C)NC(C)C (Diisopropylamine), C(CCC)[Li] (n-butyl lithium), CCCCCC (hexane), BrCCCOCC1=CC=CC=C1 (1-bromo-3-benzyloxypropane). Solvent: C1CCOC1 (THF), C1CCOC1 (THF). Reaction conditions: temperature -60 celsius, time 5 minute. Product: BrC=1C=NC=C(C1CCCOCC1=CC=CC=C1)Br (1-(3,5-dibromopyridin-4-yl)-3-benzyloxypropane). Yield: 55.6%. As a reaction SMILES: C(NC(C)C)(C)C.C([Li])CCC.CCCCCC.[Br:19][C:20]1[CH:21]=[N:22][CH:23]=[C:24]([Br:26])[CH:25]=1.Br[CH2:28][CH2:29][CH2:30][O:31][CH2:32][C:33]1[CH:38]=[CH:37][CH:36]=[CH:35][CH:34]=1>C1COCC1>[Br:19][C:20]1[CH:21]=[N:22][CH:23]=[C:24]([Br:26])[C:25]=1[CH2:28][CH2:29][CH2:30][O:31][CH2:32][C:33]1[CH:38]=[CH:37][CH:36]=[CH:35][CH:34]=1. Reported procedure: Diisopropylamine (5.1 g, 50 mmol) is dissolved in THF (100 ml), and thereto is added with stirring a solution of n-butyl lithium in hexane (27.3 ml, 45 mmol) at −70° C. Ten minutes thereafter, a solution of 3,5-dibromopyridine (10.0 g, 42 mmol) in THF (30 ml) is added dropwise over a period of time for 20 minutes during which the bulk temperature should not be raised over −60° C., and the mixture is further stirred for 5 minutes. Subsequently, 1-bromo-3-benzyloxypropane (10.0 g, 44 mmol) is adde... Reactants: O=C([O-])[O-], CN(C)C=O, Clc1nc(N2CCc3nc[nH]c3C2)c2nc[nH]c2n1, Fc1cc(Nc2nc(N3CCc4nc[nH]c4CC3)c3nc[nH]c3n2)ccc1NC1CCNCC1, O=S(=O)(OCC(F)(F)F)C(F)(F)F, [K+], [K+], CC(C)(C)OC(=O)N1CCC(Nc2ccc(N)cc2F)CC1. Yields the product Fc1cc(Nc2nc(N3CCc4nc[nH]c4CC3)c3nc[nH]c3n2)ccc1NC1CCN(CC(F)(F)F)CC1. As a reaction SMILES: [C:89](=[O:90])([O-:91])[O-:92].[CH3:95][N:96]([CH3:97])[CH:98]=[O:99].[Cl:35][c:36]1[n:37][c:38]2[c:39]([n:40][cH:41][nH:42]2)[c:43]([N:44]2[CH2:45][CH2:46][c:47]3[n:48][cH:49][nH:50][c:51]3[CH2:52]2)[n:53]1.[F:1][c:2]1[c:3]([NH:28][CH:29]2[CH2:30][CH2:31][NH:32][CH2:33][CH2:34]2)[cH:4][cH:5][c:6]([NH:8][c:9]2[n:10][c:11]([N:18]3[CH2:19][CH2:20][c:21]4[c:22]([n:25][cH:26][nH:27]4)[CH2:23][CH2:24]3)[c:12]3[n:13][cH:14][nH:15][c:16]3[n:17]2)[cH:7]1.[F:76][C:77]([CH2:78][O:79][S:80]([C:81]([F:82])([F:83])[F:84])(=[O:85])=[O:86])([F:87])[F:88].[K+:93].[K+:94].[NH2:54][c:55]1[cH:56][cH:57][c:58]([NH:59][CH:60]2[CH2:61][CH2:62][N:63]([C:64]([O:65][C:66]([CH3:67])([CH3:68])[CH3:69])=[O:70])[CH2:71][CH2:72]2)[c:73]([F:74])[cH:75]1>>[F:1][c:2]1[c:3]([NH:28][CH:29]2[CH2:30][CH2:31][N:32]([CH2:78][C:77]([F:76])([F:87])[F:88])[CH2:33][CH2:34]2)[cH:4][cH:5][c:6]([NH:8][c:9]2[n:10][c:11]([N:18]3[CH2:19][CH2:20][c:21]4[c:22]([nH:25][cH:26][n:27]4)[CH2:23][CH2:24]3)[c:12]3[n:13][cH:14][nH:15][c:16]3[n:17]2)[cH:7]1.